From a dataset of the Open Reaction Database (ORD), a public repository of structured organic reaction records. describe an organic reaction: reactants, conditions, products, and yield Starting materials: Br(=O)(=O)[O-].[Na+] (sodium bromate), CC1=C(C(CCC1O)(C)C)/C=C/C(=C/C=C/C(=C/C=C/C=C(/C=C/C=C(/C=C/C2=C(C(CCC2(C)C)O)C)\C)\C)/C)/C (isozeaxanthin). Solvent: O (water), ClCCCl (1,2-dichloroethane), BrBr (bromine), ClCCCl (1,2-dichloroethane). The product is CC1=C(C(CCC1=O)(C)C)/C=C/C(=C/C=C/C(=C/C=C/C=C(/C=C/C=C(/C=C/C2=C(C(=O)CCC2(C)C)C)\C)\C)/C)/C (canthaxanthin). Isolated yield 91.3%. RXN SMILES: Br([O-])(=O)=O.[Na+].[CH3:6][C:7]1[CH:12]([OH:13])[CH2:11][CH2:10][C:9]([CH3:15])([CH3:14])[C:8]=1/[CH:16]=[CH:17]/[C:18](/[CH3:47])=[CH:19]/[CH:20]=[CH:21]/[C:22](/[CH3:46])=[CH:23]/[CH:24]=[CH:25]/[CH:26]=[C:27](\[CH3:45])/[CH:28]=[CH:29]/[CH:30]=[C:31](\[CH3:44])/[CH:32]=[CH:33]/[C:34]1[C:39]([CH3:41])([CH3:40])[CH2:38][CH2:37][CH:36]([OH:42])[C:35]=1[CH3:43]>O.ClCCCl.BrBr>[CH3:43][C:35]1[C:36](=[O:42])[CH2:37][CH2:38][C:39]([CH3:40])([CH3:41])[C:34]=1/[CH:33]=[CH:32]/[C:31](/[CH3:44])=[CH:30]/[CH:29]=[CH:28]/[C:27](/[CH3:45])=[CH:26]/[CH:25]=[CH:24]/[CH:23]=[C:22](\[CH3:46])/[CH:21]=[CH:20]/[CH:19]=[C:18](\[CH3:47])/[CH:17]=[CH:16]/[C:8]1[C:9]([CH3:15])([CH3:14])[CH2:10][CH2:11][C:12](=[O:13])[C:7]=1[CH3:6] |f:0.1|. Procedure: 1.5 g of sodium bromate dissolved in 20 ml of water is added to 1.5 g of isozeaxanthin dissolved in 250 ml of 1,2-dichloroethane. While stirring, 10 ml of 1,2-dichloroethane in which 30 mg of bromine is dissolved is dripped in over a period of 30 minutes. The pH of the aqueous phase is 5.6. After stirring for 1 hour at room temperature, the phases are separated, the 1,2-dichloroethane is washed with sodium bicarbonate solution and water and dried, and the solvent is distilled off under reduced p... RXN SMILES: [CH3:1][C:2]1[C:3](O)=[N:4][C:5]2[C:10]([N:11]=1)=[CH:9][CH:8]=[CH:7][CH:6]=2.[CH:13]1([C:16]2[O:20][N:19]=[C:18]([CH2:21][N+:22]#[C-:23])[N:17]=2)[CH2:15][CH2:14]1>>[CH:13]1([C:16]2[O:20][N:19]=[C:18]([C:21]3[N:22]=[CH:23][N:4]4[C:5]5[C:10](=[CH:9][CH:8]=[CH:7][CH:6]=5)[N:11]=[C:2]([CH3:1])[C:3]=34)[N:17]=2)[CH2:15][CH2:14]1. The product is C1(CC1)C1=NC(=NO1)C=1N=CN2C1C(=NC1=CC=CC=C21)C (3-(5-Cyclopropyl-1,2,4-oxadiazol-3-yl)-4-methyl-imidazo[1,5-a]quinoxaline). Reactants: CC=1C(=NC2=CC=CC=C2N1)O (3-methyl-2-quinoxalinol), C1(CC1)C1=NC(=NO1)C[N+]#[C-] (5-cyclopropyl-3-isocyanomethyl-1,2,4-oxadiazole), Compound 7. Procedure details: M.p. 165°-167° C., from 3-methyl-2-quinoxalinol and 5-cyclopropyl-3-isocyanomethyl-1,2,4-oxadiazole. (Compound 7) Reactants: S(=O)(Cl)Cl (thionyl chloride), NC(C(=O)N)COC(C)(C)C (2-amino-3-(tert-butoxy)propionamide), O (Water). Solvent: ClCCl (dichloromethane), C(C)N(CC)CC (triethylamine), ClCCl (dichloromethane). Run at temperature -78 celsius, time 8 hour. The product is C(C)(C)(C)OCC=1C(=NSN1)O (4-tert-Butoxymethyl-3-hydroxy-[1.2.5]thiadiazole). The yield is 21.0%. Reaction SMILES: [NH2:1][CH:2]([CH2:6][O:7][C:8]([CH3:11])([CH3:10])[CH3:9])[C:3]([NH2:5])=[O:4].[S:12](Cl)(Cl)=O.O>ClCCl.C(N(CC)CC)C>[C:8]([O:7][CH2:6][C:2]1[C:3]([OH:4])=[N:5][S:12][N:1]=1)([CH3:11])([CH3:10])[CH3:9]. Reported procedure: After dissolving 8.17 g of 2-amino-3-(tert-butoxy)propionamide in 150 ml of dichloromethane, 16.37 ml of triethylamine was added and the solution was cooled to −78° C., and then 4.10 ml of thionyl chloride was added dropwise while stirring at below −50° C. After stirring for 30 minutes, the temperature was raised to room temperature and stirring was continued overnight. Water was added to the reaction solution, and extraction was performed with dichloromethane. The organic layer was washed with ... The reactants are NC=1C=C(C=CC1)CCNC(CC1=CC(=C(C(=C1)Br)OC)Br)=O (N-[2-(3-amino-phenyl)-ethyl]-2-(3,5-dibromo-4-methoxy-phenyl)-acetamide), CS(=O)(=O)Cl (Methanesulfonyl chloride). The reagents and catalysts are CN(C)C=1C=CN=CC1 (DMAP). Solvent: C(Cl)Cl (methylene chloride), C(Cl)Cl (methylene chloride). Run at time 18 hour. Product: BrC=1C=C(C=C(C1OC)Br)CC(=O)NCCC1=CC(=CC=C1)NS(=O)(=O)C (2-(3,5-dibromo-4-methoxy-phenyl)-N-[2-(3-methanesulfonylamino-phenyl)-ethyl]-acetamide). As a reaction SMILES: [CH3:1][S:2](Cl)(=[O:4])=[O:3].[NH2:6][C:7]1[CH:8]=[C:9]([CH2:13][CH2:14][NH:15][C:16](=[O:28])[CH2:17][C:18]2[CH:23]=[C:22]([Br:24])[C:21]([O:25][CH3:26])=[C:20]([Br:27])[CH:19]=2)[CH:10]=[CH:11][CH:12]=1>CN(C1C=CN=CC=1)C.C(Cl)Cl>[Br:24][C:22]1[CH:23]=[C:18]([CH2:17][C:16]([NH:15][CH2:14][CH2:13][C:9]2[CH:10]=[CH:11][CH:12]=[C:7]([NH:6][S:2]([CH3:1])(=[O:4])=[O:3])[CH:8]=2)=[O:28])[CH:19]=[C:20]([Br:27])[C:21]=1[O:25][CH3:26]. Procedure: Methanesulfonyl chloride (0.0313 g, 0.000273 mol) was added to DMAP (0.0334 g, 0.000273 mol) in methylene chloride (6 mL). To the resulting white complex N-[2-(3-amino-phenyl)-ethyl]-2-(3,5-dibromo-4-methoxy-phenyl)-acetamide (0.1 g, 0.000226 mol) in methylene chloride (6mL) was added dropwise. The reaction mixture was stirred for 18 h at room temperature, washed with 1 N HCl and 1 N NaOH. The organic layer was dried over anhydrous sodium sulfate, concentrated and purified by column chromatograp... Starting materials: CC(C)(C)OC(=O)N1CCN(c2ccc(Oc3ccccc3)cc2)CC1, Cl, C1COCCO1. Yields the product Cl, c1ccc(Oc2ccc(N3CCNCC3)cc2)cc1. RXN SMILES: [C:1]([O:2][C:3](=[O:4])[N:8]1[CH2:9][CH2:10][N:11]([c:14]2[cH:15][cH:16][c:17]([O:20][c:21]3[cH:22][cH:23][cH:24][cH:25][cH:26]3)[cH:18][cH:19]2)[CH2:12][CH2:13]1)([CH3:5])([CH3:6])[CH3:7].[ClH:27].[O:28]1[CH2:29][CH2:30][O:31][CH2:32][CH2:33]1>>[ClH:27].[NH:8]1[CH2:9][CH2:10][N:11]([c:14]2[cH:15][cH:16][c:17]([O:20][c:21]3[cH:22][cH:23][cH:24][cH:25][cH:26]3)[cH:18][cH:19]2)[CH2:12][CH2:13]1. The reactants are BrC=1C=NC=2N(C1)N=C(C2)C(=O)O (6-bromo-pyrazolo[1,5-a]pyrimidine-2-carboxylic acid), O1C=C(C=C1)C1=CC=C2CCNC(C2=C1)C (7-Furan-3-yl-1-methyl-1,2,3,4-tetrahydro-isoquinoline). The product is BrC=1C=NC=2N(C1)N=C(C2)C(=O)N2C(C1=CC(=CC=C1CC2)C2=COC=C2)C ((6-Bromo-pyrazolo[1,5-a]pyrimidin-2-yl)-(7-furan-3-yl-1-methyl-3,4-dihydro-1H-isoquinolin-2-yl)-methanone). Reaction SMILES: [Br:1][C:2]1[CH:3]=[N:4][C:5]2[N:6]([N:8]=[C:9]([C:11]([OH:13])=O)[CH:10]=2)[CH:7]=1.[O:14]1[CH:18]=[CH:17][C:16]([C:19]2[CH:28]=[C:27]3[C:22]([CH2:23][CH2:24][NH:25][CH:26]3[CH3:29])=[CH:21][CH:20]=2)=[CH:15]1>>[Br:1][C:2]1[CH:3]=[N:4][C:5]2[N:6]([N:8]=[C:9]([C:11]([N:25]3[CH2:24][CH2:23][C:22]4[C:27](=[CH:28][C:19]([C:16]5[CH:17]=[CH:18][O:14][CH:15]=5)=[CH:20][CH:21]=4)[CH:26]3[CH3:29])=[O:13])[CH:10]=2)[CH:7]=1. Procedure details: In close analogy to the procedure described in Example 1, 6-bromo-pyrazolo[1,5-a]pyrimidine-2-carboxylic acid is reacted with 7-Furan-3-yl-1-methyl-1,2,3,4-tetrahydro-isoquinoline to provide the title compound in moderate yield. Reactants: COCBr, CN(C)C=O, COC(=O)C1C(=O)Nc2ccc(C(F)(F)F)cc2CC1c1ccccc1OC, [H-], [Na+]. Product: COCN1C(=O)C(C(=O)OC)C(c2ccccc2OC)Cc2cc(C(F)(F)F)ccc21. Reaction SMILES: [Br:31][CH2:32][O:33][CH3:34].[CH3:35][N:36]([CH3:37])[CH:38]=[O:39].[CH3:3][O:4][C:5](=[O:6])[CH:7]1[C:8](=[O:30])[NH:9][c:10]2[c:11]([cH:22][c:23]([C:26]([F:27])([F:28])[F:29])[cH:24][cH:25]2)[CH2:12][CH:13]1[c:14]1[c:15]([O:20][CH3:21])[cH:16][cH:17][cH:18][cH:19]1.[H-:1].[Na+:2]>>[CH3:3][O:4][C:5](=[O:6])[CH:7]1[C:8](=[O:30])[N:9]([CH2:32][O:33][CH3:34])[c:10]2[c:11]([cH:22][c:23]([C:26]([F:27])([F:28])[F:29])[cH:24][cH:25]2)[CH2:12][CH:13]1[c:14]1[c:15]([O:20][CH3:21])[cH:16][cH:17][cH:18][cH:19]1.